This data is from the Open Reaction Database (ORD), a public repository of structured organic reaction records. The task is: describe an organic reaction: reactants, conditions, products, and yield The reactants are O=C1O[C@@H]([C@@H](N(C1)C(=O)OC(C)(C)C)C1=CC=CC=C1)C1=CC=CC=C1 (tert-butyl (2R, 3S)-(-)-6-oxo-2,3-diphenyl-4-morpholinecarboxylate), crude product, C(C)(C)(C)C=1C=C(CBr)C=CC1O[Si](C)(C)C(C)(C)C (3-tert-butyl-4-((tert-butyldimethylsilyl)oxy)benzyl bromide), C[Si](C)(C)[N-][Si](C)(C)C.[Na+] (sodium bis(trimethylsilyl)amide). Run in C1CCOC1 (THF), C1CCOC1 (THF). Yields the product O=C1O[C@@H]([C@@H](N([C@H]1CC1=CC(=C(C=C1)O[Si](C)(C)C(C)(C)C)C(C)(C)C)C(=O)OC(C)(C)C)C1=CC=CC=C1)C1=CC=CC=C1 (tert-butyl (2R, 3S, 5S)-6-oxo-2,3-diphenyl-5-(3-tert-butyl-4-((tert-butyldimethylsilyl)oxy)benzyl)-4-morpholinecarboxylate). Isolated yield 71.3%. As a reaction SMILES: [O:1]=[C:2]1[CH2:7][N:6]([C:8]([O:10][C:11]([CH3:14])([CH3:13])[CH3:12])=[O:9])[C@@H:5]([C:15]2[CH:20]=[CH:19][CH:18]=[CH:17][CH:16]=2)[C@@H:4]([C:21]2[CH:26]=[CH:25][CH:24]=[CH:23][CH:22]=2)[O:3]1.[C:27]([C:31]1[CH:32]=[C:33]([CH:36]=[CH:37][C:38]=1[O:39][Si:40]([C:43]([CH3:46])([CH3:45])[CH3:44])([CH3:42])[CH3:41])[CH2:34]Br)([CH3:30])([CH3:29])[CH3:28].C[Si]([N-][Si](C)(C)C)(C)C.[Na+]>C1COCC1>[O:1]=[C:2]1[C@H:7]([CH2:34][C:33]2[CH:36]=[CH:37][C:38]([O:39][Si:40]([C:43]([CH3:45])([CH3:44])[CH3:46])([CH3:42])[CH3:41])=[C:31]([C:27]([CH3:30])([CH3:29])[CH3:28])[CH:32]=2)[N:6]([C:8]([O:10][C:11]([CH3:14])([CH3:13])[CH3:12])=[O:9])[C@@H:5]([C:15]2[CH:16]=[CH:17][CH:18]=[CH:19][CH:20]=2)[C@@H:4]([C:21]2[CH:22]=[CH:23][CH:24]=[CH:25][CH:26]=2)[O:3]1 |f:2.3|. Reported procedure: According to example 142, 3.82 g of tert-butyl (2R, 3S)-(-)-6-oxo-2,3-diphenyl-4-morpholinecarboxylate was alkylated with 3.86 g of 3-tert-butyl-4-((tert-butyldimethylsilyl)oxy)benzyl bromide in 80 mL of anhydrous THF using 11.34 mL of 1 M sodium bis(trimethylsilyl)amide in THF. The crude product was subjected to flash chromatography on silica gel (85:15 hexane:EtOAc) to afford 4.85 g (71%) of tert-butyl (2R, 3S, 5S)-6-oxo-2,3-diphenyl-5-(3-tert-butyl-4-((tert-butyldimethylsilyl)oxy)benzyl)-4-mo... Starting materials: II (iodine), [N+](=O)([O-])C1=C(CS)C=CC(=C1)[N+](=O)[O-] (2,4-dinitrobenzyl mercaptan). The solvent is ClCCl (dichloromethane), ClCCl (dichloromethane). Yields the product [N+](=O)([O-])C1=C(CSSCC2=C(C=C(C=C2)[N+](=O)[O-])[N+](=O)[O-])C=CC(=C1)[N+](=O)[O-] (di-(2,4-dinitrobenzyl) disulfide). Yield: 82.0%. Reaction SMILES: II.[N+:3]([C:6]1[CH:13]=[C:12]([N+:14]([O-:16])=[O:15])[CH:11]=[CH:10][C:7]=1[CH2:8][SH:9])([O-:5])=[O:4]>ClCCl>[N+:3]([C:6]1[CH:13]=[C:12]([N+:14]([O-:16])=[O:15])[CH:11]=[CH:10][C:7]=1[CH2:8][S:9][S:9][CH2:8][C:7]1[CH:10]=[CH:11][C:12]([N+:14]([O-:16])=[O:15])=[CH:13][C:6]=1[N+:3]([O-:5])=[O:4])([O-:5])=[O:4]. Procedure details: A solution of iodine (0.321 g, 1.26 mmol) and 2,4-dinitrobenzyl mercaptan (0.493 g, 2.3 mmol) in dichloromethane (25 cm3) was stirred at room temperature ovemight. More dichloromethane (25 cm3) was added and the products were washed with 0.2 mol dm-3 sodium hydrogen sulfite (20 cm3), water (20 cm3) and saturated aqueous sodium hydrogen carbonate (20 cm3). The dried (MgSO4) organic layer was concentrated under reduced pressure and the residue was crystallized from absolute ethanol to give di-(2,4... Reactants: [Al+3], CO, CCOCC, [H-], [H-], [H-], [H-], [Li+], COC(=O)C(Cn1cncn1)c1ccc(Cl)cc1. Yields the product OCC(Cn1cncn1)c1ccc(Cl)cc1. Reaction SMILES: [Al+3:2].[CH3:25][OH:26].[CH3:27][CH2:28][O:29][CH2:30][CH3:31].[H-:1].[H-:4].[H-:5].[H-:6].[Li+:3].[n:7]1([CH2:12][CH:13]([C:14](=[O:15])[O:16][CH3:17])[c:18]2[cH:19][cH:20][c:21]([Cl:24])[cH:22][cH:23]2)[n:8][cH:9][n:10][cH:11]1>>[n:7]1([CH2:12][CH:13]([CH2:14][OH:15])[c:18]2[cH:19][cH:20][c:21]([Cl:24])[cH:22][cH:23]2)[n:8][cH:9][n:10][cH:11]1. Reactants: C(C)(=O)OC1=C(C(=C(C(=C1C)C)OC(C)=O)C)CC[C@](C)(C#C)OC(=O)C=1C(=CC=CC1)C(=O)O ((R)-1,2-benzenedicarboxylic acid[3-[2,5-bis(acetyloxy)-3,4,6-trimethylphenyl]-1-ethynyl-1-methylpropyl]ester). Solvent: C(Cl)(Cl)Cl (CHCl3). The product is C(C)(=O)OC1=C(C(=C(C(=C1C)C)OC(C)=O)C)CC[C@](C#C)(O)C ((R)-(-)-5-[2,5-bis(acetyloxy)-3,4,6-trimethylphenyl]-3-methyl-1-pentyn-3-ol). Reaction SMILES: [C:1]([O:4][C:5]1[C:10]([CH3:11])=[C:9]([CH3:12])[C:8]([O:13][C:14](=[O:16])[CH3:15])=[C:7]([CH3:17])[C:6]=1[CH2:18][CH2:19][C@@:20]([O:24]C(C1C(C(O)=O)=CC=CC=1)=O)([C:22]#[CH:23])[CH3:21])(=[O:3])[CH3:2]>C(Cl)(Cl)Cl>[C:1]([O:4][C:5]1[C:10]([CH3:11])=[C:9]([CH3:12])[C:8]([O:13][C:14](=[O:16])[CH3:15])=[C:7]([CH3:17])[C:6]=1[CH2:18][CH2:19][C@@:20]([CH3:21])([OH:24])[C:22]#[CH:23])(=[O:3])[CH3:2]. Procedure: By the same procedure as described above (example 11), this compound was prepared from (R)-1,2-benzenedicarboxylic acid[3-[2,5-bis(acetyloxy)-3,4,6-trimethylphenyl]-1-ethynyl-1-methylpropyl]ester, as white crystals=mp 100°-103° C., [α]D25 -17.38° (CHCl3). Starting materials: FC1=C(C=CC=C1)C=1C=CC(NC1)=O (5-(2-Fluorophenyl)pyridin-2(1H)-one), C1(=CC=CC=C1)N1N=CC=C1B1OC(C(O1)(C)C)(C)C (1-phenyl-5-(4,4,5,5-tetramethyl-1,3,2-dioxaborolan-2-yl)-1H-pyrazole), C1(=CC=CC=C1)N1N=CC=C1B1OC(C(O1)(C)C)(C)C (1-phenyl-5-(4,4,5,5-tetramethyl-1,3,2-dioxaborolan-2-yl)-1H-pyrazole). The reagents and catalysts are C(C)(=O)[O-].[Cu+2].C(C)(=O)[O-] (copper(II) acetate), C(C)(=O)[O-].[Cu+2].C(C)(=O)[O-] (copper(II) acetate). Solvent: N1=CC=CC=C1 (pyridine). Conditions: temperature 90 celsius, time 6 hour. Product: FC1=C(C=CC=C1)C=1C=CC(N(C1)C1=CC=NN1C1=CC=CC=C1)=O (5-(2-fluorophenyl)-1-(1-phenyl-1H-pyrazol-5-yl)pyridin-2(1H)-one). The yield is 1.4%. Reaction SMILES: [F:1][C:2]1[CH:7]=[CH:6][CH:5]=[CH:4][C:3]=1[C:8]1[CH:9]=[CH:10][C:11](=[O:14])[NH:12][CH:13]=1.[C:15]1([N:21]2[C:25](B3OC(C)(C)C(C)(C)O3)=[CH:24][CH:23]=[N:22]2)[CH:20]=[CH:19][CH:18]=[CH:17][CH:16]=1>N1C=CC=CC=1.C([O-])(=O)C.[Cu+2].C([O-])(=O)C>[F:1][C:2]1[CH:7]=[CH:6][CH:5]=[CH:4][C:3]=1[C:8]1[CH:9]=[CH:10][C:11](=[O:14])[N:12]([C:25]2[N:21]([C:15]3[CH:16]=[CH:17][CH:18]=[CH:19][CH:20]=3)[N:22]=[CH:23][CH:24]=2)[CH:13]=1 |f:3.4.5|. Reported procedure: 5-(2-Fluorophenyl)pyridin-2(1H)-one (0.0281 g), 1-phenyl-5-(4,4,5,5-tetramethyl-1,3,2-dioxaborolan-2-yl)-1H-pyrazole (0.0802 g) and copper(II) acetate (0.0539 g) were suspended in pyridine (1.48 mL), and the suspension was stirred at room temperature for 12 hr and further at 90° C. for 6 hr. To the reaction mixture were added 1-phenyl-5-(4,4,5,5-tetramethyl-1,3,2-dioxaborolan-2-yl)-1H-pyrazole (0.0802 g) and copper(II) acetate (0.0539 g) at room temperature, and the mixture was heated under refl... Reactants: Cl (HCl), C(C)OC(COC1=CC=C(C=C1)OC1=CC=CC=C1)OCC (4-phenoxyphenoxyacetaldehyde diethyl acetal). Solvent: O1CCCC1 (tetrahydrofuran). Run at temperature 45 celsius, time 21 hour. Product: O(C1=CC=CC=C1)C1=CC=C(OCC=O)C=C1 (4-phenoxyphenoxyacetaldehyde). RXN SMILES: Cl.C([O:4][CH:5](OCC)[CH2:6][O:7][C:8]1[CH:13]=[CH:12][C:11]([O:14][C:15]2[CH:20]=[CH:19][CH:18]=[CH:17][CH:16]=2)=[CH:10][CH:9]=1)C>O1CCCC1>[O:14]([C:11]1[CH:12]=[CH:13][C:8]([O:7][CH2:6][CH:5]=[O:4])=[CH:9][CH:10]=1)[C:15]1[CH:16]=[CH:17][CH:18]=[CH:19][CH:20]=1. Reported procedure: 280 ml of 1N HCl are added to a solution of 170 g of the acetal obtained in step (a) in 2000 ml of tetrahydrofuran, and the batch is stirred, under nitrogen, for 21 hours at 45° C. Subsequently, the tetrahydrofuran is distilled off in vacuo, the residue is taken up in diethyl ether and the resultant solution is washed repeatedly with saturated sodium bicarbonate solution and finally with water. The ethereal phase is dried over sodium sulfate and the solvent is distilled off entirely. The crude a... The reactants are N12CCCCCC2=NCCC1 (1,8-diazabicyclo[5.4.0]undec-7-ene), FC1=C(N[C@@H](C(=O)OC)C)C=CC(=C1F)F (Methyl (2R)-2-(2,3,4-trifluoroanilino)propionate), Cl (hydrochloric acid). Solvent: C1(=CC=CC=C1)C (toluene). Run at temperature 110 celsius, time 16 hour. Product: FC1=C(NC(C(=O)OC)C)C=CC(=C1F)F (Methyl 2-(2,3,4-trifluoroanilino)propionate). Isolated yield 86.8%. As a reaction SMILES: [F:1][C:2]1[C:14]([F:15])=[C:13]([F:16])[CH:12]=[CH:11][C:3]=1[NH:4][C@H:5]([CH3:10])[C:6]([O:8][CH3:9])=[O:7].N12CCCN=C1CCCCC2.Cl>C1(C)C=CC=CC=1>[F:1][C:2]1[C:14]([F:15])=[C:13]([F:16])[CH:12]=[CH:11][C:3]=1[NH:4][CH:5]([CH3:10])[C:6]([O:8][CH3:9])=[O:7]. Procedure details: Methyl (2R)-2-(2,3,4-trifluoroanilino)propionate (100 mg, 38% ee) was dissolved in toluene (2 ml) and 1,8-diazabicyclo[5.4.0]undec-7-ene (DBU; 71.8 mg) was added thereto at room temperature. Then the liquid reaction mixture was stirred at 110° C. for 16 hours. After adding hydrochloric acid (1 mol/l; 1 ml) to the liquid reaction mixture, the aqueous layer was extracted with toluene. The organic layer was washed with water and a saturated aqueous solution of sodium chloride and dried over anhydro... The reactants are CC(C(=O)C1=NC=CC=C1)C (2-methyl-(1-pyridin-2-yl)propan-1-one), BrBr (Bromine). Solvent: C(C)(=O)O (acetic acid), C(C)(=O)O (acetic acid). Conditions: temperature 105 celsius. Product: BrC(C(=O)C1=NC=CC=C1)(C)C (2-bromo-2-methyl-1-(pyridin-2-yl)propan-1-one), oil. The yield is 98.0%. Reaction SMILES: [Br:1]Br.[CH3:3][CH:4]([CH3:13])[C:5]([C:7]1[CH:12]=[CH:11][CH:10]=[CH:9][N:8]=1)=[O:6]>C(O)(=O)C>[Br:1][C:4]([CH3:13])([CH3:3])[C:5]([C:7]1[CH:12]=[CH:11][CH:10]=[CH:9][N:8]=1)=[O:6]. Reported procedure: Bromine (2.1 g, 13.4 mmol) dissolved in acetic acid (1 mL) was added slowly to a mixture of 2-methyl-(1-pyridin-2-yl)propan-1-one (2.0 g, 13 mmol) in acetic acid (20 mL) at room temperature. The reaction was heated to 105° C. for 3 h, allowed to cool to room temperature, and concentrated in vacuo to give a dark semisolid. The crude product was partitioned between ethyl acetate and saturated aqueous sodium bicarbonate. The combined organic layer was washed with brine, dried over magnesium sulfate...